This data is from the Open Reaction Database (ORD), a public repository of structured organic reaction records. The task is: describe an organic reaction: reactants, conditions, products, and yield Solvent: [OH-].[Na+] (sodium hydroxide). Reactants: CN1C(=CC2=CC=CC=C12)CC(=O)OCC (ethyl 1-methyl-1H-indole-2-acetate). The yield is 48.2%. Procedure: A mixture of ethyl 1-methyl-1H-indole-2-acetate (5.0 g) and 2N sodium hydroxide (50 ml) was heated to reflux for 4 h. After cooling, the reaction mixture was extracted with ethyl acetate (2x50 ml) and theresulting aqueous solution was made acidic (pH 1) by addition of 2N hydrochloric acid. The resulting solid was filtered off, washed with ether (100 ml) and dried in vacuo to give the title compound (2.1 g), m.p. 146-148°. Yields the product CN1C(=CC2=CC=CC=C12)CC(=O)O (1-Methyl-1H-indole-2-acetic acid). As a reaction SMILES: [CH3:1][N:2]1[C:10]2[C:5](=[CH:6][CH:7]=[CH:8][CH:9]=2)[CH:4]=[C:3]1[CH2:11][C:12]([O:14]CC)=[O:13]>[OH-].[Na+]>[CH3:1][N:2]1[C:10]2[C:5](=[CH:6][CH:7]=[CH:8][CH:9]=2)[CH:4]=[C:3]1[CH2:11][C:12]([OH:14])=[O:13] |f:1.2|. The reactants are C(C)C1=NC=CC=C1 (2-ethylpyridine), BrN1C(CCC1=O)=O (N-bromosuccinimide), ClC(C)(Cl)Cl (1,1,1-trichloroethane). The reagents and catalysts are C(C1=CC=CC=C1)(=O)OOC(C1=CC=CC=C1)=O (benzoyl peroxide). The product is Cl.BrC(C)C1=NC=CC=C1 (2-(1-bromoethyl)pyridine hydrochloride). RXN SMILES: [CH2:1]([C:3]1[CH:8]=[CH:7][CH:6]=[CH:5][N:4]=1)[CH3:2].[Br:9]N1C(=O)CCC1=O.[Cl:17]C(Cl)(Cl)C>C(OOC(=O)C1C=CC=CC=1)(=O)C1C=CC=CC=1>[ClH:17].[Br:9][CH:1]([C:3]1[CH:8]=[CH:7][CH:6]=[CH:5][N:4]=1)[CH3:2] |f:4.5|. Reported procedure: A mixture of 2-ethylpyridine (20.0 g, 187 mmol), N-bromosuccinimide (38.0 g, 213 mmol), and benzoyl peroxide (1.0 g, 75% in water) in 1,1,1-trichloroethane (200 ml), was heated under reflux for 3 hours. The cooled mixture was filtered, and the filtrate washed with water (2×100 ml), aqueous sodium thiosulphate solution (100 ml), and brine (100 ml). The solution was dried (MgSO4), filtered through charcoal, and then hydrobromic acid (25 ml, 62%) added. This solution was concentrated under reduced ... Starting materials: C1CCOC1, CO, O=[N+]([O-])c1ccc(-c2cc3c(N4CCc5ccccc54)ncnc3[nH]2)cc1. Product: Nc1ccc(-c2cc3c(N4CCc5ccccc54)ncnc3[nH]2)cc1. As a reaction SMILES: [CH2:30]1[O:31][CH2:32][CH2:33][CH2:34]1.[CH3:28][OH:29].[N:1]1([c:10]2[c:11]3[c:12]([n:13][cH:14][n:15]2)[nH:16][c:17](-[c:19]2[cH:20][cH:21][c:22]([N+:25]([O-:26])=[O:27])[cH:23][cH:24]2)[cH:18]3)[CH2:2][CH2:3][c:4]2[cH:5][cH:6][cH:7][cH:8][c:9]21>>[N:1]1([c:10]2[c:11]3[c:12]([n:13][cH:14][n:15]2)[nH:16][c:17](-[c:19]2[cH:20][cH:21][c:22]([NH2:25])[cH:23][cH:24]2)[cH:18]3)[CH2:2][CH2:3][c:4]2[cH:5][cH:6][cH:7][cH:8][c:9]21. Starting materials: CC(=O)c1ccc(C(=O)O)cc1, O=Cc1ccc(OCC(=O)O)cc1, O=C(O)COC1(C(=O)O)C=CC(C(=O)C=Cc2ccccc2)=CC1, CCO, Cl, [Na+], [Na], [Na], [OH-], O. Yields the product O=C(O)COc1ccc(C=CC(=O)c2ccc(C(=O)O)cc2)cc1. As a reaction SMILES: [C:14]([CH3:15])(=[O:16])[c:17]1[cH:18][cH:19][c:20]([C:21](=[O:22])[OH:23])[cH:24][cH:25]1.[C:1](=[O:2])([OH:3])[CH2:4][O:5][c:6]1[cH:7][cH:8][c:9]([CH:10]=[O:11])[cH:12][cH:13]1.[C:28]([C:29]1([O:30][CH2:31][C:32]([OH:33])=[O:34])[CH:35]=[CH:36][C:37]([C:38](=[O:39])[CH:40]=[CH:41][c:42]2[cH:43][cH:44][cH:45][cH:46][cH:47]2)=[CH:48][CH2:49]1)([OH:50])=[O:51].[CH3:56][CH2:57][OH:58].[ClH:54].[Na+:27].[Na:52].[Na:53].[OH-:26].[OH2:55]>>[C:1](=[O:2])([OH:3])[CH2:4][O:5][c:6]1[cH:7][cH:8][c:9]([CH:10]=[CH:15][C:14](=[O:16])[c:17]2[cH:18][cH:19][c:20]([C:21](=[O:22])[OH:23])[cH:24][cH:25]2)[cH:12][cH:13]1. Solvent: O (water), C(C)O (ethanol). RXN SMILES: [CH2:1]([C:8]1[NH:12][N:11]=[C:10]([C:13]2[S:17][C:16]([C:18]([O:20]CCCC)=[O:19])=[C:15]([CH3:25])[CH:14]=2)[N:9]=1)[C:2]1[CH:7]=[CH:6][CH:5]=[CH:4][CH:3]=1.[OH-].[Na+].C(O)(=O)C>C(O)C.O>[CH2:1]([C:8]1[NH:12][N:11]=[C:10]([C:13]2[S:17][C:16]([C:18]([OH:20])=[O:19])=[C:15]([CH3:25])[CH:14]=2)[N:9]=1)[C:2]1[CH:7]=[CH:6][CH:5]=[CH:4][CH:3]=1 |f:1.2|. The product is C(C1=CC=CC=C1)C1=NC(=NN1)C1=CC(=C(S1)C(=O)O)C (5-(5-benzyl-1H-1,2,4-triazol-3-yl)-3-methylthiophene-2-carboxylic acid). Procedure: A mixture of butyl 5-(5-benzyl-1H-1,2,4-triazol-3-yl)-3-methylthiophene-2-carboxylate (0.23 g, 0.64 mmol) and 1 N aqueous sodium hydroxide (3.8 mL, 3.8 mmol) in ethanol (7.6 mL) was stirred at reflux for 1 h. The reaction mixture was cooled to 0° C. and acidified with glacial acetic acid to pH 5-6, and diluted with water (25 mL). The aqueous layer was extracted with dichloromethane (2×50 mL). The combined organic layer was dried over sodium sulfate, filtered and concentrated in vacuo to afford t... Conditions: temperature 0 celsius. Reactants: C(C1=CC=CC=C1)C1=NC(=NN1)C1=CC(=C(S1)C(=O)OCCCC)C (butyl 5-(5-benzyl-1H-1,2,4-triazol-3-yl)-3-methylthiophene-2-carboxylate), [OH-].[Na+] (sodium hydroxide), C(C)(=O)O (acetic acid). Isolated yield 94.0%. The reactants are ClC=1C=C(C=CC1)C1NC(NC(=C1C(=O)O)C)=O (4-(3-chlorophenyl)-6-methyl-2-oxo-1,2,3,4-tetrahydropyrimidine-5-carboxylic acid), NCCCN1CCOCC1 (N-(3-aminopropyl)morpholine), CCN=C=NCCCN(C)C.Cl (WSC hydrochloride). Run in CN(C)C=O (DMF). Conditions: time 8 hour. Yields the product N1(CCOCC1)CCCNC(=O)C=1C(NC(NC1C)=O)C1=CC(=CC=C1)Cl (4-(3-chlorophenyl)-6-methyl-2-oxo-1,2,3,4-tetrahydropyrimidine-5-carboxylic acid (3-morpholine-4-yl-propyl)amide). As a reaction SMILES: [Cl:1][C:2]1[CH:3]=[C:4]([CH:8]2[C:13]([C:14]([OH:16])=O)=[C:12]([CH3:17])[NH:11][C:10](=[O:18])[NH:9]2)[CH:5]=[CH:6][CH:7]=1.[NH2:19][CH2:20][CH2:21][CH2:22][N:23]1[CH2:28][CH2:27][O:26][CH2:25][CH2:24]1.CCN=C=NCCCN(C)C.Cl>CN(C=O)C>[N:23]1([CH2:22][CH2:21][CH2:20][NH:19][C:14]([C:13]2[CH:8]([C:4]3[CH:5]=[CH:6][CH:7]=[C:2]([Cl:1])[CH:3]=3)[NH:9][C:10](=[O:18])[NH:11][C:12]=2[CH3:17])=[O:16])[CH2:28][CH2:27][O:26][CH2:25][CH2:24]1 |f:2.3|. Reported procedure: 240 mg (0.900 mmol) of 4-(3-chlorophenyl)-6-methyl-2-oxo-1,2,3,4-tetrahydropyrimidine-5-carboxylic acid and 156 mg (1.08 mmol) of N-(3-aminopropyl)morpholine were dissolved in 10 ml of DMF. 259 mg (1.35 mmol) of WSC hydrochloride was added to the obtained solution under cooling with ice, and they were stirred at room temperature overnight. After the concentration under reduced pressure, the reaction mixture was diluted with ethyl acetate and then washed with saturated aqueous sodium hydrogencarb...